This data is from the Open Reaction Database (ORD), a public repository of structured organic reaction records. The task is: describe an organic reaction: reactants, conditions, products, and yield Reactants: C(C)OC(C(C(=O)C1=CC=C(C=C1)F)C1=NC(=NC=C1)SC)=O (3-(4-fluorophenyl)-3-oxo-2-(2-methylsulfanyl-pyrimidin-4-yl)-propionic acid ethyl ester), COC(C(C(C1=CC=NC=C1)=O)C1=CC=C(C=C1)F)=O (2-(4-fluorophenyl)-3-oxo-3-pyridin-4-yl-propionic acid methyl ester), C(C)O (ethanol). The solvent is N1=CC=CC=C1 (pyridine). Yields the product FC1=CC=C(C=C1)C=1NOC(C1C1=NC(=NC=C1)SC)=O (3-(4-Fluorophenyl)-4-(2-methylsulfanyl-pyrimidin-4-yl)-2H-isoxazol-5-one). RXN SMILES: C([O:3][C:4](=[O:23])[CH:5]([C:15]1[CH:20]=[CH:19][N:18]=[C:17]([S:21][CH3:22])[N:16]=1)[C:6]([C:8]1[CH:13]=[CH:12][C:11]([F:14])=[CH:10][CH:9]=1)=O)C.COC(=O)C(C1C=CC(F)=CC=1)C(=O)C1C=C[N:32]=CC=1.C(O)C>N1C=CC=CC=1>[F:14][C:11]1[CH:12]=[CH:13][C:8]([C:6]2[NH:32][O:3][C:4](=[O:23])[C:5]=2[C:15]2[CH:20]=[CH:19][N:18]=[C:17]([S:21][CH3:22])[N:16]=2)=[CH:9][CH:10]=1. Procedure: Using the procedure from Example 1k set forth above, substitute 3-(4-fluorophenyl)-3-oxo-2-(2-methylsulfanyl-pyrimidin-4-yl)-propionic acid ethyl ester for 2-(4-fluorophenyl)-3-oxo-3-pyridin-4-yl-propionic acid methyl ester and ethanol for pyridine to produce the title compound. The reactants are CC=1CS[C@H]2N(C1C(=O)O)C([C@H]2NC(COC2=CC=CC=C2)=O)=O (3-methyl-7β-phenoxyacetamidoceph-3-em-4-carboxylic acid), C1(=CC=CC=C1)C(C1=CC=CC=C1)(C1=CC=CC=C1)N (triphenylmethylamine), N(=O)OCC(C)C (isobutyl nitrite), S(=O)(=O)([O-])[O-].[Na+].[Na+] (sodium sulphate). The solvent is ClCCl (dichloromethane). The product is CC=1CS[C@H]2N(C1C(=O)OC(C1=CC=CC=C1)(C1=CC=CC=C1)C1=CC=CC=C1)C([C@H]2NC(COC2=CC=CC=C2)=O)=O (Triphenylmethyl 3-methyl-7β-phenoxyacetamidoceph-3-em-4-carboxylate). Isolated yield 50.0%. Reaction SMILES: [CH3:1][C:2]1[CH2:3][S:4][C@@H:5]2[C@H:12]([NH:13][C:14](=[O:23])[CH2:15][O:16][C:17]3[CH:22]=[CH:21][CH:20]=[CH:19][CH:18]=3)[C:11](=[O:24])[N:6]2[C:7]=1[C:8]([OH:10])=[O:9].[C:25]1([C:31](N)([C:38]2[CH:43]=[CH:42][CH:41]=[CH:40][CH:39]=2)[C:32]2[CH:37]=[CH:36][CH:35]=[CH:34][CH:33]=2)[CH:30]=[CH:29][CH:28]=[CH:27][CH:26]=1.N(OCC(C)C)=O.S([O-])([O-])(=O)=O.[Na+].[Na+]>ClCCl>[CH3:1][C:2]1[CH2:3][S:4][C@@H:5]2[C@H:12]([NH:13][C:14](=[O:23])[CH2:15][O:16][C:17]3[CH:18]=[CH:19][CH:20]=[CH:21][CH:22]=3)[C:11](=[O:24])[N:6]2[C:7]=1[C:8]([O:10][C:31]([C:25]1[CH:30]=[CH:29][CH:28]=[CH:27][CH:26]=1)([C:38]1[CH:39]=[CH:40][CH:41]=[CH:42][CH:43]=1)[C:32]1[CH:33]=[CH:34][CH:35]=[CH:36][CH:37]=1)=[O:9] |f:3.4.5|. Procedure details: To 3-methyl-7β-phenoxyacetamidoceph-3-em-4-carboxylic acid (3.43 g., 9.5 m. moles) in dichloromethane (50 ml) was added triphenylmethylamine (4.3 g., 16.6 m. moles), isobutyl nitrite (3.43 g., 33.2 m. moles) and anhydrous sodium sulphate (5 g) and the mixture heated 2 hours at 35°. The cooled solution was washed with 5% sodium bicarbontate (30 ml) and water (30 ml). The organic solution was evaporated to a solid, the solid slurried in toluene (40 ml) cooled, filtered and slurry-washed with cold ... Reactants: CC(C)(C)C=1C=C(C=C(C1O)C(C)(C)C)NC(=O)NCC1=CC=C(C=C1)[N+](=O)[O-] (N-[3,5-bis-(1,1-dimethylethyl)-4-hydroxyphenyl]-N′-[(4-nitrophenyl)methyl]-urea). The solvent is C(C)O (ethanol), C(C)(=O)OCC (ethyl acetate), [Pd] (Pd/C). Yields the product NC1=CC=C(C=C1)CNC(=O)NC1=CC(=C(C(=C1)C(C)(C)C)O)C(C)(C)C (N-[(4-aminophenyl)methyl]-N′-[3,5-bis-(1,1-dimethylethyl)-4-hydroxyphenyl]-urea). Isolated yield 60.0%. As a reaction SMILES: [CH3:1][C:2]([C:5]1[CH:6]=[C:7]([NH:16][C:17]([NH:19][CH2:20][C:21]2[CH:26]=[CH:25][C:24]([N+:27]([O-])=O)=[CH:23][CH:22]=2)=[O:18])[CH:8]=[C:9]([C:12]([CH3:15])([CH3:14])[CH3:13])[C:10]=1[OH:11])([CH3:4])[CH3:3]>C(O)C.C(OCC)(=O)C.[Pd]>[NH2:27][C:24]1[CH:25]=[CH:26][C:21]([CH2:20][NH:19][C:17]([NH:16][C:7]2[CH:6]=[C:5]([C:2]([CH3:1])([CH3:3])[CH3:4])[C:10]([OH:11])=[C:9]([C:12]([CH3:15])([CH3:14])[CH3:13])[CH:8]=2)=[O:18])=[CH:22][CH:23]=1. Reported procedure: In a 100 ml autoclave, 0.55 g (1.38 mmole) of N-[3,5-bis-(1,1-dimethylethyl)-4-hydroxyphenyl]-N′-[(4-nitrophenyl)methyl]-urea is dissolved in a 2/1 mixture of ethanol and ethyl acetate, in the presence of 10% Pd/C. After hydrogenation for one and a half hours at 20° C., under 20 PSI, the mixture is filtered on celite and the filtrate is concentrated under vacuum. The evaporation residue is diluted in 20 ml of diethyl ether and the expected product crystallizes spontaneously. The crystals are fil... The reactants are CC(C)(C)OC(=O)N1CCCC(C(=O)O)C1, CCN=C=NCCCN(C)C, COc1cc2c(cc1OC)CNCC2, ClCCl, Cl, On1nnc2ccccc21. Yields the product COc1cc2c(cc1OC)CN(C(=O)C1CCCN(C(=O)OC(C)(C)C)C1)CC2. Reaction SMILES: [C:15]([CH3:16])([CH3:17])([CH3:18])[O:19][C:20](=[O:21])[N:22]1[CH2:23][CH:24]([C:25](=[O:26])[OH:27])[CH2:28][CH2:29][CH2:30]1.[CH2:32]([N:33]=[C:34]=[N:35][CH2:36][CH2:37][CH2:38][N:39]([CH3:40])[CH3:41])[CH3:42].[CH3:1][O:2][c:3]1[cH:4][c:5]2[c:10]([cH:11][c:12]1[O:13][CH3:14])[CH2:9][NH:8][CH2:7][CH2:6]2.[Cl:53][CH2:54][Cl:55].[ClH:31].[OH:43][n:44]1[c:45]2[cH:46][cH:47][cH:48][cH:49][c:50]2[n:51][n:52]1>>[CH3:1][O:2][c:3]1[cH:4][c:5]2[c:10]([cH:11][c:12]1[O:13][CH3:14])[CH2:9][N:8]([C:25]([CH:24]1[CH2:23][N:22]([C:20]([O:19][C:15]([CH3:16])([CH3:17])[CH3:18])=[O:21])[CH2:30][CH2:29][CH2:28]1)=[O:26])[CH2:7][CH2:6]2. The reactants are O=C1N(C=CC=C1)C1=CC=C(CBr)C=C1 (4-(-2-Oxo-2-H-pyridin-1-yl)benzyl Bromide), C(C1=CC=CC=C1)(C1=CC=CC=C1)(C1=CC=CC=C1)N1C=NC(=C1)CC1=CC=C(C#N)C=C1 (4-(1-trityl-1H-imidazol-4-ylmethyl)benzonitrile). Solvent: CC#N (CH3CN). The product is O=C1N(C=CC=C1)C1=CC=C(CN2C=NC=C2CC2=CC=C(C#N)C=C2)C=C1 (4-{3-[4-(2-Oxo-2-H-pyridin-1-yl)benzyl]-3-H-imidazol-4-ylmethyl]benzonitrile). Reaction SMILES: [O:1]=[C:2]1[CH:7]=[CH:6][CH:5]=[CH:4][N:3]1[C:8]1[CH:15]=[CH:14][C:11]([CH2:12]Br)=[CH:10][CH:9]=1.C([N:35]1[CH:39]=[C:38]([CH2:40][C:41]2[CH:48]=[CH:47][C:44]([C:45]#[N:46])=[CH:43][CH:42]=2)[N:37]=[CH:36]1)(C1C=CC=CC=1)(C1C=CC=CC=1)C1C=CC=CC=1>CC#N>[O:1]=[C:2]1[CH:7]=[CH:6][CH:5]=[CH:4][N:3]1[C:8]1[CH:15]=[CH:14][C:11]([CH2:12][N:37]2[C:38]([CH2:40][C:41]3[CH:48]=[CH:47][C:44]([C:45]#[N:46])=[CH:43][CH:42]=3)=[CH:39][N:35]=[CH:36]2)=[CH:10][CH:9]=1. Reported procedure: 4-(-2-Oxo-2-H-pyridin-1-yl)benzyl bromide from Step 3 (1.7 mmol, 450 mg ) and 4-(1-trityl-1H-imidazol-4-ylmethyl)benzonitrile (1.7 mmol) were suspended in CH3CN and heated to reflux for 3 hours. The reaction mixture was concentrated and the residue taken up in MeOH and refluxed for 2 hours. The MeOH was removed in-vacuo. The resulting oil was partitioned between EtOAc and saturated NaHCO3. The aqueous layer was extracted twice with EtOAc. The organic layers were combined, washed with brine, drie... Starting materials: CC(C)(C)OC(=O)N1CCc2c(c(-c3ccc(C(F)(F)F)cc3)nn2CCCN2CCN(c3c(Cl)cccc3[N+](=O)[O-])CC2)C1, CC(=O)O, CO, ClCCl, [Na+], O=C([O-])O, [Zn]. The product is CC(C)(C)OC(=O)N1CCc2c(c(-c3ccc(C(F)(F)F)cc3)nn2CCCN2CCN(c3c(N)cccc3Cl)CC2)C1. As a reaction SMILES: [C:1]([CH3:2])([CH3:3])([CH3:4])[O:5][C:6](=[O:7])[N:8]1[CH2:9][c:10]2[c:11]([n:14]([CH2:27][CH2:28][CH2:29][N:30]3[CH2:31][CH2:32][N:33]([c:36]4[c:37]([Cl:45])[cH:38][cH:39][cH:40][c:41]4[N+:42]([O-:43])=[O:44])[CH2:34][CH2:35]3)[n:15][c:16]2-[c:17]2[cH:18][cH:19][c:20]([C:23]([F:24])([F:25])[F:26])[cH:21][cH:22]2)[CH2:12][CH2:13]1.[CH3:46][C:47](=[O:48])[OH:49].[CH3:55][OH:56].[Cl:57][CH2:58][Cl:59].[Na+:54].[O-:50][C:51]([OH:52])=[O:53].[Zn:60]>>[C:1]([CH3:2])([CH3:3])([CH3:4])[O:5][C:6](=[O:7])[N:8]1[CH2:9][c:10]2[c:11]([n:14]([CH2:27][CH2:28][CH2:29][N:30]3[CH2:31][CH2:32][N:33]([c:36]4[c:37]([Cl:45])[cH:38][cH:39][cH:40][c:41]4[NH2:42])[CH2:34][CH2:35]3)[n:15][c:16]2-[c:17]2[cH:18][cH:19][c:20]([C:23]([F:24])([F:25])[F:26])[cH:21][cH:22]2)[CH2:12][CH2:13]1. Reactants: sodium hydride-paraffin, C(C)(=O)O[C@@H]1[C@@]2([C@]3(C=CC(C=C3CC[C@H]2[C@@H]2CC[C@@H]([C@@]2(C)C1)OS(=O)(=O)C)=O)C)F ((11β,17β)-11-(acetyloxy)-9-fluoro-17-(methanesulfonyloxy)androsta-1,4-dien-3-one), O (water), C(C)S (ethanethiol), O (water). Run in CN(C=O)C (dimethylformamide). Yields the product C(C)S[C@H]1[C@]2(C)[C@@H](CC1)[C@@H]1CCC3=CC(C=C[C@]3(C)[C@]1([C@H](C2)O)F)=O ((11β,17α)-17-(Ethylthio)-9-fluoro-11-hydroxyandrosta-1,4-dien-3-one), paraffin. RXN SMILES: [CH2:1]([SH:3])[CH3:2].C([O:7][C@H:8]1[CH2:25][C@@:23]2([CH3:24])[C@@H:19]([CH2:20][CH2:21][C@@H:22]2OS(C)(=O)=O)[C@H:18]2[C@@:9]1([F:33])[C@:10]1([CH3:32])[C:15]([CH2:16][CH2:17]2)=[CH:14][C:13](=[O:31])[CH:12]=[CH:11]1)(=O)C.O>CN(C)C=O>[CH2:1]([S:3][C@@H:22]1[CH2:21][CH2:20][C@H:19]2[C@H:18]3[C@:9]([F:33])([C@@H:8]([OH:7])[CH2:25][C@:23]12[CH3:24])[C@:10]1([CH3:32])[C:15](=[CH:14][C:13](=[O:31])[CH:12]=[CH:11]1)[CH2:16][CH2:17]3)[CH3:2]. Procedure: A suspension of 50% sodium hydride-paraffin (300 mg, 6.5 mmole) in dry dimethylformamide (20 ml) was cooled and stirred in an ice-water bath and ethanethiol (0.67 ml, 9.0 mmole) was added. The ice bath was then removed and the mixture was stirred at room temperature until a clear solution resulted. Then, (11β,17β)-11-(acetyloxy)-9-fluoro-17-(methanesulfonyloxy)androsta-1,4-dien-3-one (540 mg, 1.21 mmole) was added. The resulting solution was heated in a bath at 110°-120° C. under an atmosphere o... Starting materials: C1(C=2C(C(N1C1=CC=C3C(=CC(=NC3=C1)C)C)=O)=CC=CC2)=O (7-phthalimido-2,4-dimethyl-quinoline), ClC1=CC(=CC=C1)C(=O)OO (3-chloroperbenzoic acid). The solvent is C(Cl)Cl (methylene chloride). Yields the product C1(C=2C(C(N1C1=CC=C3C(=CC(=[N+](C3=C1)[O-])C)C)=O)=CC=CC2)=O (7-phthalimido-2,4-dimethyl-quinoline-1-oxide). RXN SMILES: [C:1]1(=[O:23])[N:5]([C:6]2[CH:15]=[C:14]3[C:9]([C:10]([CH3:17])=[CH:11][C:12]([CH3:16])=[N:13]3)=[CH:8][CH:7]=2)[C:4](=[O:18])[C:3]2=[CH:19][CH:20]=[CH:21][CH:22]=[C:2]12.ClC1C=CC=C(C(OO)=[O:32])C=1>C(Cl)Cl>[C:4]1(=[O:18])[N:5]([C:6]2[CH:15]=[C:14]3[C:9]([C:10]([CH3:17])=[CH:11][C:12]([CH3:16])=[N+:13]3[O-:32])=[CH:8][CH:7]=2)[C:1](=[O:23])[C:2]2=[CH:22][CH:21]=[CH:20][CH:19]=[C:3]12. Reported procedure: 4.25 g (14 mmol) of 7-phthalimido-2,4-dimethyl-quinoline are dissolved in 500 ml of boiling methylene chloride. After cooling to ambient temperature, 4.80 g of 3-chloroperbenzoic acid (about 50% strength) are added. After 3 hours at ambient temperature the reaction solution is washed 1 x with sodium hydrogen carbonate solution and saline solution, dried over sodium sulphate, concentrated by evaporation and recrystallised from ethanol.